Dataset: the Open Reaction Database (ORD), a public repository of structured organic reaction records. Task: describe an organic reaction: reactants, conditions, products, and yield Reactants: O=C(n1ccnc1)n1ccnc1, CS(N)(=O)=O, CN(C)C=O, CC(C)(C)CC1NC(C(=O)Nc2ccc(C(=O)O)cc2)C(c2cccc(Cl)c2F)C1(C#N)c1ccc(Cl)cc1F, Cl, [H-], [Na+], O. Yields the product CC(C)(C)CC1NC(C(=O)Nc2ccc(C(=O)NS(C)(=O)=O)cc2)C(c2cccc(Cl)c2F)C1(C#N)c1ccc(Cl)cc1F. Reaction SMILES: [C:41]([n:42]1[cH:43][cH:44][n:45][cH:46]1)([n:47]1[cH:48][cH:49][n:50][cH:51]1)=[O:52].[CH3:53][S:54](=[O:55])(=[O:56])[NH2:57].[CH3:61][N:62]([CH3:63])[CH:64]=[O:65].[Cl:1][c:2]1[c:3]([F:40])[c:4]([CH:8]2[CH:9]([C:28](=[O:29])[NH:30][c:31]3[cH:32][cH:33][c:34]([C:35](=[O:36])[OH:37])[cH:38][cH:39]3)[NH:10][CH:11]([CH2:23][C:24]([CH3:25])([CH3:26])[CH3:27])[C:12]2([C:13]#[N:14])[c:15]2[c:16]([F:22])[cH:17][c:18]([Cl:21])[cH:19][cH:20]2)[cH:5][cH:6][cH:7]1.[ClH:60].[H-:59].[Na+:58].[OH2:66]>>[Cl:1][c:2]1[c:3]([F:40])[c:4]([CH:8]2[CH:9]([C:28](=[O:29])[NH:30][c:31]3[cH:32][cH:33][c:34]([C:35](=[O:36])[NH:57][S:54]([CH3:53])(=[O:55])=[O:56])[cH:38][cH:39]3)[NH:10][CH:11]([CH2:23][C:24]([CH3:25])([CH3:26])[CH3:27])[C:12]2([C:13]#[N:14])[c:15]2[c:16]([F:22])[cH:17][c:18]([Cl:21])[cH:19][cH:20]2)[cH:5][cH:6][cH:7]1. The reactants are O1CCC2=C1C(=CC=C2)C=O (2,3-dihydrobenzofuran-7-carboxaldehyde), C(C)(C)(C)OC(=O)N1C(=NC2=C1C=CC=C2)CNC2CCCC=1C=CC=NC21 ([1-(tert-butoxycarbonyl)-(1H-benzimidazol-2-ylmethyl)]-(5,6,7,8-tetrahydro-quinolin-8-yl)-amine), [BH-](OC(=O)C)(OC(=O)C)OC(=O)C.[Na+] (NaBH(OAc)3). Reaction conditions: time 8 hour. Yields the product N1C(=NC2=C1C=CC=C2)CN(C2CCCC=1C=CC=NC21)CC2=CC=CC=1CCOC12 ((1H-Benzimidazol-2-ylmethyl)-(2,3-dihydro-benzofuran-7-ylmethyl)-(5,6,7,8-tetrahydro-quinolin-8-yl)-amine). As a reaction SMILES: [O:1]1[C:5]2[C:6]([CH:10]=O)=[CH:7][CH:8]=[CH:9][C:4]=2[CH2:3][CH2:2]1.C(OC([N:19]1[C:23]2[CH:24]=[CH:25][CH:26]=[CH:27][C:22]=2[N:21]=[C:20]1[CH2:28][NH:29][CH:30]1[C:39]2[N:38]=[CH:37][CH:36]=[CH:35][C:34]=2[CH2:33][CH2:32][CH2:31]1)=O)(C)(C)C.[BH-](OC(C)=O)(OC(C)=O)OC(C)=O.[Na+]>>[NH:19]1[C:23]2[CH:24]=[CH:25][CH:26]=[CH:27][C:22]=2[N:21]=[C:20]1[CH2:28][N:29]([CH2:10][C:6]1[C:5]2[O:1][CH2:2][CH2:3][C:4]=2[CH:9]=[CH:8][CH:7]=1)[CH:30]1[C:39]2[N:38]=[CH:37][CH:36]=[CH:35][C:34]=2[CH2:33][CH2:32][CH2:31]1 |f:2.3|. Reported procedure: Following General Procedure B: To a solution of 2,3-dihydrobenzofuran-7-carboxaldehyde (53.6 mg, 0.362 mmol) and [1-(tert-butoxycarbonyl)-(1H-benzimidazol-2-ylmethyl)]-(5,6,7,8-tetrahydro-quinolin-8-yl)-amine (136 mg, 0.361 mmol) CH2Cl2 (5 mL) was added NaBH(OAc)3 (112 mg, 0.528 mmol) and the mixture stirred overnight. Purification of the crude product by radial chromatography on silica gel (1 mm TLC plate, 125:1:1 CH2Cl2:CH3OH:NH4OH) to gave the desired freebase (48 mg, 33%). The reactants are CN(C)C1CCN(c2ccc3[nH]c(C(=O)c4ccnc(Br)c4)nc3c2)CC1, C1CCOC1, C[Si](C)(C)CCOCCl, Cl, [H-], [Na+]. Product: CN(C)C1CCN(c2ccc3c(c2)nc(C(=O)c2ccnc(Br)c2)n3COCC[Si](C)(C)C)CC1. As a reaction SMILES: [Br:1][c:2]1[n:3][cH:4][cH:5][c:6]([C:8](=[O:9])[c:10]2[n:11][c:12]3[c:13]([nH:14]2)[cH:15][cH:16][c:17]([N:19]2[CH2:20][CH2:21][CH:22]([N:25]([CH3:26])[CH3:27])[CH2:23][CH2:24]2)[cH:18]3)[cH:7]1.[CH2:40]1[O:41][CH2:42][CH2:43][CH2:44]1.[CH3:30][Si:31]([CH2:32][CH2:33][O:34][CH2:35][Cl:36])([CH3:37])[CH3:38].[ClH:39].[H-:29].[Na+:28]>>[Br:1][c:2]1[n:3][cH:4][cH:5][c:6]([C:8](=[O:9])[c:10]2[n:11][c:12]3[c:13]([n:14]2[CH2:35][O:34][CH2:33][CH2:32][Si:31]([CH3:30])([CH3:37])[CH3:38])[cH:15][cH:16][c:17]([N:19]2[CH2:20][CH2:21][CH:22]([N:25]([CH3:26])[CH3:27])[CH2:23][CH2:24]2)[cH:18]3)[cH:7]1. Starting materials: COc1cccc(CC2=CC(OC(C)=O)CC2=O)c1, [Na+], [OH-]. Yields the product COc1cccc(CC2=CC(O)CC2=O)c1. RXN SMILES: [C:1](=[O:2])([CH3:3])[O:4][CH:5]1[CH:6]=[C:7]([CH2:11][c:12]2[cH:13][c:14]([O:18][CH3:19])[cH:15][cH:16][cH:17]2)[C:8](=[O:10])[CH2:9]1.[Na+:21].[OH-:20]>>[OH:4][CH:5]1[CH:6]=[C:7]([CH2:11][c:12]2[cH:13][c:14]([O:18][CH3:19])[cH:15][cH:16][cH:17]2)[C:8](=[O:10])[CH2:9]1. Reactants: O1CC(CC1)CN(CCC)C(=C[N+](=O)[O-])SC (1-[N-{(tetrahydro-3-furanyl)methyl}-N-propylamino]-1-methylthio-2-nitroethylene), C(C)N (ethylamine). Yields the product O1CC(CC1)CN(CCC)C(=C[N+](=O)[O-])NCC (1-[N-{(tetrahydro-3-furanyl)methyl}-N-propylamino]-1-ethylamino-2-nitroethylene). Reaction SMILES: [O:1]1[CH2:5][CH2:4][CH:3]([CH2:6][N:7]([C:11](SC)=[CH:12][N+:13]([O-:15])=[O:14])[CH2:8][CH2:9][CH3:10])[CH2:2]1.[CH2:18]([NH2:20])[CH3:19]>>[O:1]1[CH2:5][CH2:4][CH:3]([CH2:6][N:7]([C:11]([NH:20][CH2:18][CH3:19])=[CH:12][N+:13]([O-:15])=[O:14])[CH2:8][CH2:9][CH3:10])[CH2:2]1. Reported procedure: A mixture comprising 0.25 g of 1-[N-{(tetrahydro-3-furanyl)methyl}-N-propylamino]-1-methylthio-2-nitroethylene and 1 ml of 70% aqueous ethylamine solution was stirred for an hour at room temperature. After concentration of the mixture under a reduced pressure, the reaction fluid was purified by silica gel column chromatography (eluent: ethyl acetate/methanol=7/1) to obtain 0.25 g of 1-[N-{(tetrahydro-3-furanyl)methyl}-N-propylamino]-1-ethylamino-2-nitroethylene. Reactants: CCOC(=O)C#N, CC(=O)O, CS(C)=O, [H-], C[N+](=O)[O-], [Na+]. RXN SMILES: [C:11](#[N:12])[C:13](=[O:14])[O:15][CH2:16][CH3:17].[CH3:18][C:19](=[O:20])[OH:21].[CH3:1][S:2]([CH3:3])=[O:4].[H-:5].[N+:7](=[O:8])([O-:9])[CH3:10].[Na+:6]>>[N+:7](=[O:8])([O-:9])[CH2:10][C:13](=[O:14])[O:15][CH2:16][CH3:17]. Yields the product CCOC(=O)C[N+](=O)[O-]. Starting materials: C(C1=CC=CC=C1)P(OCC)(OCC)=O (Diethyl benzylphosphonate), [OH-].[Na+] (NaOH). Run in CCO (EtOH). Product: C(C)OP(O)(=O)CC1=CC=CC=C1 (Benzylphosphonic acid monoethyl ester). RXN SMILES: [CH2:1]([P:8](=[O:15])([O:12]CC)[O:9][CH2:10][CH3:11])[C:2]1[CH:7]=[CH:6][CH:5]=[CH:4][CH:3]=1.[OH-].[Na+]>CCO>[CH2:10]([O:9][P:8]([CH2:1][C:2]1[CH:7]=[CH:6][CH:5]=[CH:4][CH:3]=1)(=[O:12])[OH:15])[CH3:11] |f:1.2|. Reported procedure: Diethyl benzylphosphonate (5.0 mL, 5.5 g, 24 mmol) was dissolved in absolute EtOH (25 mL), then 50% NaOH (3 mL) was added. The reaction was heated under reflux overnight, allowed to cool to RT, then partitioned between 2N HCl and EtOAc. Washed organic layer with brine, extracted combined aqueous layers with EtOAc, dried combined organic layers over Na2SO4. After filtration and concentration recovered 4.5 g (93%). MS (DCI/NH3) 201/218 (M+H)+/(M+H+NH3)+.